Dataset: the Open Reaction Database (ORD), a public repository of structured organic reaction records. Task: describe an organic reaction: reactants, conditions, products, and yield Reactants: S(=O)(=O)(C)O (MsOH), OC=1C(=C(C=C(C1)C)SCC(CC(=O)OC)=O)C (methyl 4-((3-hydroxy-2,5-dimethylphenyl)sulfanyl)-3-oxobutanoate), ice water. Reaction conditions: temperature 0 celsius, time 15 minute. The product is COC(CC1=CSC2=C1C(=CC(=C2C)O)C)=O (Methyl(6-hydroxy-4,7-dimethyl-1-benzothiophen-3-yl)acetate). The yield is 79.8%. As a reaction SMILES: S(O)(C)(=O)=O.[OH:6][C:7]1[C:8]([CH3:23])=[C:9]([S:14][CH2:15][C:16](=O)[CH2:17][C:18]([O:20][CH3:21])=[O:19])[CH:10]=[C:11]([CH3:13])[CH:12]=1>>[CH3:21][O:20][C:18](=[O:19])[CH2:17][C:16]1[C:10]2[C:11]([CH3:13])=[CH:12][C:7]([OH:6])=[C:8]([CH3:23])[C:9]=2[S:14][CH:15]=1. Procedure: MsOH (1.0 mL) was added to methyl 4-((3-hydroxy-2,5-dimethylphenyl)sulfanyl)-3-oxobutanoate (175.1 mg) at 0°. The mixture was stirred at 0° C. for 15 min, and then poured into ice water. The mixture was extracted with EtOAc. The organic layer was separated, washed successively with saturated aqueous NaHCO3 and brine, dried over MgSO4 and concentrated in vacuo. The residue was purified by silica gel column chromatography (EtOAc/hexane) to give the title compound (130.3 mg). Starting materials: ice water, Cl (hydrochloric acid), [K] (potassium), BrC1=C(C(=O)O)C=C(C=C1)OC (2-bromo-5-methoxybenzoic acid), carboxylic acid, [OH-].[K+] (potassium hydroxide), [K] (potassium), CNCC(=O)O (N-methylglycine), C([O-])([O-])=O.[K+].[K+] (potassium carbonate). Reagents/catalysts: [Cu] (copper). Solvent: CC(C)O (2-propanol), O (water). The product is C(=O)(O)CN(C1=C(C(=O)O)C=C(C=C1)OC)C (2-[(Carboxymethyl)methylamino]-5-methoxybenzoic acid). The yield is 86.0%. As a reaction SMILES: [K].Br[C:3]1[CH:11]=[CH:10][C:9]([O:12][CH3:13])=[CH:8][C:4]=1[C:5]([OH:7])=[O:6].[OH-].[K+].[CH3:16][NH:17][CH2:18][C:19]([OH:21])=[O:20].C(=O)([O-])[O-].[K+].[K+].Cl>CC(O)C.O.[Cu]>[C:19]([CH2:18][N:17]([CH3:16])[C:3]1[CH:11]=[CH:10][C:9]([O:12][CH3:13])=[CH:8][C:4]=1[C:5]([OH:7])=[O:6])([OH:21])=[O:20] |f:2.3,5.6.7,^1:0|. Reported procedure: A mixture of 244 g (0.91 mole) of the potassium salt of 2-bromo-5-methoxybenzoic acid (prepared by treating a solution of the parent carboxylic acid in 2-propanol with excess methanolic potassium hydroxide), 196 g (1.54 mole) of the potassium salt of N-methylglycine (prepared as above), 13 g (0.82 mole) of anhydrous potassium carbonate and 0.66 g (0.01 mole) of copper powder in 220 ml of water was stirred at reflux for five hours. The mixture was cooled, added to 4.0 kg of ice/water, and acidifi... Yield: 64.6%. RXN SMILES: [C:1]([C:4]1[O:5][C:6]2[C:12]([N:13]3[C:18](=[O:19])[CH:17]=[C:16]([C:20]([F:23])([F:22])[F:21])[N:15]([CH3:24])[C:14]3=[O:25])=[C:11]([F:26])[CH:10]=[C:9]([Cl:27])[C:7]=2[CH:8]=1)(=O)[CH3:2].C([O-])(=O)C.[K+].Cl.[CH3:34][O:35][NH2:36]>CO>[Cl:27][C:9]1[C:7]2[CH:8]=[C:4]([C:1](=[N:36][O:35][CH3:34])[CH3:2])[O:5][C:6]=2[C:12]([N:13]2[C:18](=[O:19])[CH:17]=[C:16]([C:20]([F:23])([F:22])[F:21])[N:15]([CH3:24])[C:14]2=[O:25])=[C:11]([F:26])[CH:10]=1 |f:1.2,3.4|. Procedure details: 20 ml of methanol was added to 0.4 g (1 mmol) of 3-(2-acetyl-4-chloro-6-fluorobenzofuran-7-yl) -1-methyl-6-trifluoromethyluracil, 0.4 g (4 mmol) of potassium acetate and 0.33 g (4 mmol) of methoxyamine hydrochloride, followed by stirring at room temperature for 12 hours. After completion of the reaction, the solvent was distilled off under reduced pressure. The obtained residue was purified directly by silica gel column chromatography to obtain 0.28 g (yield: 64.6%) of the desired product as whi... Starting materials: C(C)(=O)C=1OC2=C(C1)C(=CC(=C2N2C(N(C(=CC2=O)C(F)(F)F)C)=O)F)Cl (3-(2-acetyl-4-chloro-6-fluorobenzofuran-7-yl) -1-methyl-6-trifluoromethyluracil), C(C)(=O)[O-].[K+] (potassium acetate), Cl.CON (methoxyamine hydrochloride). Product: ClC1=CC(=C(C2=C1C=C(O2)C(C)=NOC)N2C(N(C(=CC2=O)C(F)(F)F)C)=O)F (3-[4-chloro-6-fluoro-2-(1-methoxyiminoethyl) benzofuran-7-yl]-1-methyl-6-trifluoromethyluracil). Solvent: CO (methanol). Reaction conditions: time 12 hour. Starting materials: ClC[Si](OC(C)C)(C1=CC=C(C=C1)F)C1=CC=C(C=C1)F (chloromethyl[bis(4-fluorophenyl)](2-propoxy)silane), [Na].N1N=CN=C1 (1,2,4-triazole sodium salt). The solvent is CN(C=O)C (dimethylformamide). Reaction conditions: time 2 hour. The product is FC1=CC=C(C=C1)[Si](CN1N=CN=C1)(O)C1=CC=C(C=C1)F (bis(4-Fluorophenyl)hydroxy(1H-1,2,4-triazol-1-ylmethyl)silane). Isolated yield 30.9%. As a reaction SMILES: Cl[CH2:2][Si:3]([C:15]1[CH:20]=[CH:19][C:18]([F:21])=[CH:17][CH:16]=1)([C:8]1[CH:13]=[CH:12][C:11]([F:14])=[CH:10][CH:9]=1)[O:4]C(C)C.[Na].[NH:23]1[CH:27]=[N:26][CH:25]=[N:24]1>CN(C)C=O>[F:14][C:11]1[CH:12]=[CH:13][C:8]([Si:3]([C:15]2[CH:20]=[CH:19][C:18]([F:21])=[CH:17][CH:16]=2)([OH:4])[CH2:2][N:23]2[CH:27]=[N:26][CH:25]=[N:24]2)=[CH:9][CH:10]=1 |f:1.2,^1:21|. Reported procedure: A mixture of 10.0 g (30.6 mmol) of chloromethyl[bis(4-fluorophenyl)](2-propoxy)silane and 3.1 g (30.6 mmol) of 1,2,4-triazole sodium salt in dimethylformamide was stirred at 80°-90° under nitrogen for 2 hours. Workup as in Example 37 gave a waxy solid that was washed with 1:1 ether-hexanes to leave 3.0 g (30%) of the title compound. Recrystallization from chlorobutane gave a purer sample: m.p. 130°-131°; nmr (CDCl3) 4.1 (2H, s), 5.8 (1H, broad s), 7.1 (4H, t), 7.7 (4H, d of d), 7.8 (1H, s), 8.0 ... The reactants are SC1=NN=CN1CCCC (3-mercapto-4-n-butyl-1,2,4-triazole), [OH-].[Na+] (sodium hydroxide), COC1=CC=C(CCl)C=C1 (p-methoxybenzyl chloride). Solvent: CO (methanol). Product: COC1=CC=C(CSC2=NN=CN2CCCC)C=C1 (3-(4-methoxybenzylmercapto)-4-n-butyl-1,2,4-triazole). RXN SMILES: [SH:1][C:2]1[N:6]([CH2:7][CH2:8][CH2:9][CH3:10])[CH:5]=[N:4][N:3]=1.[OH-].[Na+].[CH3:13][O:14][C:15]1[CH:22]=[CH:21][C:18]([CH2:19]Cl)=[CH:17][CH:16]=1>CO>[CH3:13][O:14][C:15]1[CH:22]=[CH:21][C:18]([CH2:19][S:1][C:2]2[N:6]([CH2:7][CH2:8][CH2:9][CH3:10])[CH:5]=[N:4][N:3]=2)=[CH:17][CH:16]=1 |f:1.2|. Procedure: To a mixture of 10 g. (0.064 mole) of 3-mercapto-4-n-butyl-1,2,4-triazole and 2.6 g. (0.064 mole) of sodium hydroxide in 200 ml. of methanol was added 9.9 g. (0.064 mole) of p-methoxybenzyl chloride. The reaction mixture was heated at reflux about 20 hours. The solvent was evaporated off, the residue washed with water, dried and distilled. There was obtained 17.8 g. of yellow liquid distilling at 190°-205° C. at 0.03 mm. Nuclear magnetic resonance and ultraviolet spectra indicated this to be app...